From a dataset of the Open Reaction Database (ORD), a public repository of structured organic reaction records. describe an organic reaction: reactants, conditions, products, and yield Reactants: COC1=CC=C(C=C1)[C@@H]1SC2=C(NC([C@@H]1O)=O)C=CC(=C2)Cl ((±)-cis-2-(4-methoxyphenyl)-3-hydroxy-8-chloro-2,3-dihydro-1,5-benzothiazepin-4(5H)-one), Cl.CN(CCC)CCCl (2-(N-methyl-N-n-propylamino)ethyl chloride hydrochloride), Br (hydrobromide). The product is Br.COC1=CC=C(C=C1)[C@@H]1SC2=C(N(C([C@@H]1O)=O)CCN(CCC)C)C=CC(=C2)Cl ((±)-cis-2-(4-methoxyphenyl)-3-hydroxy-5-[2-(N-methyl-N-n-propylamino)ethyl]-8-chloro-2,3-dihydro-1,5-benzothiazepin-4(5H)-one hydrobromide). As a reaction SMILES: [CH3:1][O:2][C:3]1[CH:8]=[CH:7][C:6]([C@H:9]2[C@@H:15]([OH:16])[C:14](=[O:17])[NH:13][C:12]3[CH:18]=[CH:19][C:20]([Cl:22])=[CH:21][C:11]=3[S:10]2)=[CH:5][CH:4]=1.Cl.[CH3:24][N:25]([CH2:29][CH2:30]Cl)[CH2:26][CH2:27][CH3:28].[BrH:32]>>[BrH:32].[CH3:1][O:2][C:3]1[CH:8]=[CH:7][C:6]([C@H:9]2[C@@H:15]([OH:16])[C:14](=[O:17])[N:13]([CH2:30][CH2:29][N:25]([CH3:24])[CH2:26][CH2:27][CH3:28])[C:12]3[CH:18]=[CH:19][C:20]([Cl:22])=[CH:21][C:11]=3[S:10]2)=[CH:5][CH:4]=1 |f:1.2,4.5|. Procedure details: 2 g of (±)-cis-2-(4-methoxyphenyl)-3-hydroxy-8-chloro-2,3-dihydro-1,5-benzothiazepin-4(5H)-one and 1.13 g of 2-(N-methyl-N-n-propylamino)ethyl chloride hydrochloride are treated in the same manner as described in Example 5. The product is converted to its hydrobromide and recrystallized from a mixture of ethanol and ether. 2.1 g of (±)-cis-2-(4-methoxyphenyl)-3-hydroxy-5-[2-(N-methyl-N-n-propylamino)ethyl]-8-chloro-2,3-dihydro-1,5-benzothiazepin-4(5H)-one hydrobromide are thereby obtained as col...